Dataset: the Open Reaction Database (ORD), a public repository of structured organic reaction records. Task: describe an organic reaction: reactants, conditions, products, and yield Starting materials: Cl (hydrochloric acid), II (iodine), BrC1=CC=CC=C1 (bromobenzene), C1(=CC=CC2=CC=CC=C12)C#N (1-naphthonitrile), C(C)OCC (diethyl ether), BrC1=CC=CC=C1 (bromobenzene), BrC1=CC=CC=C1 (bromobenzene), C(C)OCC (diethyl ether). Run in O (Water), C(Cl)Cl (Methylene chloride), [Mg] (magnesium). Conditions: time 8 hour. Product: C(C1=CC=CC=C1)(=O)C1=CC=CC2=CC=CC=C12 (1-benzoylnaphthalene). The yield is 29.0%. Reaction SMILES: Br[C:2]1[CH:7]=[CH:6][CH:5]=[CH:4][CH:3]=1.II.[C:10]1([C:20]#N)[C:19]2[C:14](=[CH:15][CH:16]=[CH:17][CH:18]=2)[CH:13]=[CH:12][CH:11]=1.Cl.C([O:25]CC)C>[Mg].C(Cl)Cl.O>[C:20]([C:10]1[C:19]2[C:14](=[CH:15][CH:16]=[CH:17][CH:18]=2)[CH:13]=[CH:12][CH:11]=1)(=[O:25])[C:2]1[CH:7]=[CH:6][CH:5]=[CH:4][CH:3]=1. Reported procedure: To 10.3 g (65 mMol) of bromobenzene in 50 mL of diethyl ether, magnesium turnings were added. The reaction was initiated by adding a few crystals of iodine to about 5 mL of the bromobenzene solution, and warming gently. The remainder of the bromobenzene was then added at such a rate as to maintain a mild reflux. When the reaction had abated, 1-naphthonitrile was added slowly in 50 mL of diethyl ether. The mixture was allowed to stir at room temperature overnight. Water was added, and the mixture... Starting materials: COC(CC1=CC(=CC=C1)O)=O (methyl(3-hydroxyphenyl)acetate), C1(=CC=CC=C1)P(C1=CC=CC=C1)C1=CC=CC=C1 (triphenylphosphine), N(=NC(=O)OCC)C(=O)OCC (diethyl azodicarboxylate). Run in O1CCCC1 (tetrahydrofuran), C(C)(C)O (isopropyl alcohol). Conditions: time 8 hour. Yields the product COC(CC1=CC(=CC=C1)OC(C)C)=O (methyl(3-isopropoxyphenyl)acetate). Reaction SMILES: [CH3:1][O:2][C:3](=[O:12])[CH2:4][C:5]1[CH:10]=[CH:9][CH:8]=[C:7]([OH:11])[CH:6]=1.[C:13]1(P(C2C=CC=CC=2)C2C=CC=CC=2)[CH:18]=CC=C[CH:14]=1.N(C(OCC)=O)=NC(OCC)=O>O1CCCC1.C(O)(C)C>[CH3:1][O:2][C:3](=[O:12])[CH2:4][C:5]1[CH:10]=[CH:9][CH:8]=[C:7]([O:11][CH:13]([CH3:18])[CH3:14])[CH:6]=1. Procedure: To a solution of methyl(3-hydroxyphenyl)acetate (200 mg) in tetrahydrofuran (5 ml), 0.15 ml of isopropyl alcohol, 480 mg of triphenylphosphine, and 0.82 ml of diethyl azodicarboxylate (45% toluene solution) were added, and the reaction solution was stirred overnight at room temperature. The reaction solvent was distilled off under reduced pressure, and the residue obtained was purified by silica gel column chromatography (eluent: ethyl acetate/hexane (0:100-25:75-60/40)) to afford the title comp... Reactants: CCO, N#Cc1cnc2ccc([N+](=O)[O-])cc2c1Nc1cccc(Cl)c1. Product: N#Cc1cnc2ccc(N)cc2c1Nc1cccc(Cl)c1. Reaction SMILES: [CH3:24][CH2:25][OH:26].[Cl:1][c:2]1[cH:3][c:4]([NH:8][c:9]2[c:10]([C:22]#[N:23])[cH:11][n:12][c:13]3[cH:14][cH:15][c:16]([N+:19]([O-:20])=[O:21])[cH:17][c:18]23)[cH:5][cH:6][cH:7]1>>[Cl:1][c:2]1[cH:3][c:4]([NH:8][c:9]2[c:10]([C:22]#[N:23])[cH:11][n:12][c:13]3[cH:14][cH:15][c:16]([NH2:19])[cH:17][c:18]23)[cH:5][cH:6][cH:7]1.